Dataset: the Open Reaction Database (ORD), a public repository of structured organic reaction records. Task: describe an organic reaction: reactants, conditions, products, and yield Reactants: C1CCOC1, CCOC(C)=O, Cc1ccccc1, CC(C)NC(C)C, [Cl-], CON(C)C(=O)C=Cc1c(-c2ccc(F)cc2)c2ccccc2n1C(C)C, [K+], [Li]CCCC, [NH4+], [Na], [OH-]. The product is CCOC(=O)CC(=O)C=Cc1c(-c2ccc(F)cc2)c2ccccc2n1C(C)C. Reaction SMILES: [CH2:51]1[O:52][CH2:53][CH2:54][CH2:55]1.[CH3:16][CH2:17][O:18][C:19]([CH3:20])=[O:21].[CH3:56][c:57]1[cH:58][cH:59][cH:60][cH:61][cH:62]1.[CH:1]([NH:2][CH:3]([CH3:4])[CH3:5])([CH3:6])[CH3:7].[Cl-:49].[F:22][c:23]1[cH:24][cH:25][c:26](-[c:29]2[c:30]([CH:41]=[CH:42][C:43](=[O:44])[N:45]([O:46][CH3:47])[CH3:48])[n:31]([CH:38]([CH3:39])[CH3:40])[c:32]3[cH:33][cH:34][cH:35][cH:36][c:37]23)[cH:27][cH:28]1.[K+:9].[Li:11][CH2:12][CH2:13][CH2:14][CH3:15].[NH4+:50].[Na:10].[OH-:8]>>[CH3:16][CH2:17][O:18][C:19]([CH2:20][C:43]([CH:42]=[CH:41][c:30]1[c:29](-[c:26]2[cH:25][cH:24][c:23]([F:22])[cH:28][cH:27]2)[c:37]2[c:32]([n:31]1[CH:38]([CH3:39])[CH3:40])[cH:33][cH:34][cH:35][cH:36]2)=[O:44])=[O:21]. Reactants: BrC=1C=CC(=NC1)CO[C@H]1CN2C(OC1)=NC(=C2)[N+](=O)[O-] ((6S)-6-[(5-bromo-2-pyridinyl)methoxy]-2-nitro-6,7-dihydro-5H-imidazo[2,1-b][1,3]oxazine), C(#C)[Si](C)(C)C (Ethynyltrimethylsilane). The reagents and catalysts are Cl[Pd]([P](C1=CC=CC=C1)(C2=CC=CC=C2)C3=CC=CC=C3)([P](C4=CC=CC=C4)(C5=CC=CC=C5)C6=CC=CC=C6)Cl (PdCl2(PPh3)2), [Cu](I)I (copper iodide). Solvent: CN(C)C=O (DMF), CCN(CC)CC (Et3N). Run at temperature 50 celsius, time 18 hour. Yields the product C(#C)C=1C=CC(=NC1)CO[C@H]1CN2C(OC1)=NC(=C2)[N+](=O)[O-] ((6S)-6-[(5-ethynyl-2-pyridinyl)methoxy]-2-nitro-6,7-dihydro-5H-imidazo[2,1-b][1,3]oxazine). Isolated yield 67.9%. Reaction SMILES: Br[C:2]1[CH:3]=[CH:4][C:5]([CH2:8][O:9][C@@H:10]2[CH2:15][O:14][C:13]3=[N:16][C:17]([N+:19]([O-:21])=[O:20])=[CH:18][N:12]3[CH2:11]2)=[N:6][CH:7]=1.[C:22]([Si](C)(C)C)#[CH:23]>CN(C=O)C.CCN(CC)CC.Cl[Pd](Cl)([P](C1C=CC=CC=1)(C1C=CC=CC=1)C1C=CC=CC=1)[P](C1C=CC=CC=1)(C1C=CC=CC=1)C1C=CC=CC=1.[Cu](I)I>[C:22]([C:2]1[CH:3]=[CH:4][C:5]([CH2:8][O:9][C@@H:10]2[CH2:15][O:14][C:13]3=[N:16][C:17]([N+:19]([O-:21])=[O:20])=[CH:18][N:12]3[CH2:11]2)=[N:6][CH:7]=1)#[CH:23] |^1:42,61|. Procedure: A mixture of bromide 59 (see Example 21) (0.310 g, 0.873 mmol), PdCl2(PPh3)2 (33 mg, 0.047 mmol) and copper iodide (18 mg, 0.095 mmol) in DMF (4 mL) and Et3N (4 mL) was purged with N2. Ethynyltrimethylsilane (0.61 mL, 4.3 mmol) was added and the mixture was stirred in a sealed tube at 50° C. for 18 h, and then partitioned between EtOAc and water. The residue was dissolved in THF (20 mL), cooled to 0° C. and treated with TBAF (1M in THF, 1.8 mL), and then the solution was stirred for 2 h. Removal... Starting materials: C(C)(C)(C)C1=NN(C(=C1)NC(OC1=CC=CC=C1)=O)C1=CC=CC=C1 (phenyl 3-tert-butyl-1-phenyl-1H-pyrazol-5-ylcarbamate), COC=1C=C2C(=NC=NC2=CC1OC)OC=1C(=C(N)C=CC1)F (3-(6,7-dimethoxyquinazolin-4-yloxy)-2-fluoroaniline), N,N-4-(dimethylamino)pyridine. Run in C1CCOC1 (THF). Reaction conditions: time 15 hour. The product is C(C)(C)(C)C1=NN(C(=C1)NC(=O)NC1=C(C(=CC=C1)OC1=NC=NC2=CC(=C(C=C12)OC)OC)F)C1=CC=CC=C1 (1-(3-tert-butyl-1-phenyl-1H-pyrazol-5-yl)-3-(3-(6,7-dimethoxyquinazolin-4-yloxy)-2-fluorophenyl)urea). Isolated yield 63.2%. Reaction SMILES: [C:1]([C:5]1[CH:9]=[C:8]([NH:10][C:11](=[O:19])OC2C=CC=CC=2)[N:7]([C:20]2[CH:25]=[CH:24][CH:23]=[CH:22][CH:21]=2)[N:6]=1)([CH3:4])([CH3:3])[CH3:2].[CH3:26][O:27][C:28]1[CH:29]=[C:30]2[C:35](=[CH:36][C:37]=1[O:38][CH3:39])[N:34]=[CH:33][N:32]=[C:31]2[O:40][C:41]1[C:42]([F:48])=[C:43]([CH:45]=[CH:46][CH:47]=1)[NH2:44]>C1COCC1>[C:1]([C:5]1[CH:9]=[C:8]([NH:10][C:11]([NH:44][C:43]2[CH:45]=[CH:46][CH:47]=[C:41]([O:40][C:31]3[C:30]4[C:35](=[CH:36][C:37]([O:38][CH3:39])=[C:28]([O:27][CH3:26])[CH:29]=4)[N:34]=[CH:33][N:32]=3)[C:42]=2[F:48])=[O:19])[N:7]([C:20]2[CH:21]=[CH:22][CH:23]=[CH:24][CH:25]=2)[N:6]=1)([CH3:3])([CH3:2])[CH3:4]. Procedure: A mixture of phenyl 3-tert-butyl-1-phenyl-1H-pyrazol-5-ylcarbamate (prepared as described in Example 153A) (239 mg, 0.71 mmol), 3-(6,7-dimethoxyquinazolin-4-yloxy)-2-fluoroaniline (prepared as described in Example 265A steps 1 through 3) (150 mg, 0.475 mmol) and N,N-4-(dimethylamino)pyridine (10 mg, 0.082 mmol) in THF (5 mL) was stirred at rt for 15 h. The reaction mixture was concentrated under reduced pressure to give the crude product. Purification via silica gel flash chromatography (eluting... Reactants: C1C(C(=C1c1ccccc1)C)=O. The reagents and catalysts are c1ccc(cc1)-c2c3ccccc3cc4ccccc24 (9-Phenylanthracene), c1(c2c(P(c3cc(cc(c3)C)C)c3cc(cc(c3)C)C)cc(nc2OC)OC)c(P(c2cc(cc(c2)C)C)c2cc(cc(c2)C)C)cc(nc1OC)OC ((R)-Xylyl-P-Phos), C(C[Ru]CC(C)=C)(C)=C.C1CC=CCCC=C1 (Ru(Me-allyl)2(COD)). Solvent: C(CCl)Cl (DCE). Reaction conditions: temperature 20 celsius, time 18 hour. Product: CC1C(CC1=O)c2ccccc2. RXN SMILES: [CH3:1][C:2]([C:5](=[O:6])[CH2:4]1)=[C:3]1[c:7]2[cH:12][cH:11][cH:10][cH:9][cH:8]2>>[CH3:1][CH:2]1[C:5](=[O:6])[CH2:4][CH:3]1[c:7]2[cH:12][cH:11][cH:10][cH:9][cH:8]2.